describe an organic reaction: reactants, conditions, products, and yield From a dataset of the Open Reaction Database (ORD), a public repository of structured organic reaction records. Reactants: 85, FC1=CC=C(C=C1)CN1C(=NC2=C1C=CC=C2)CC2CCN(CC2)CCC(C)=O (4-[4-[[1-[(4-fluorophenyl)methyl]-1H-benzimidazol-2-yl]methyl]-1-piperidinyl]-2-butanone), 32.6, BrBr (bromine), Br (hydrogen bromide). Solvent: C(C)(=O)O (acetic acid), C(C)(=O)O (acetic acid), C(C)(=O)O (acetic acid). Reaction conditions: time 8 hour. Product: 111, Br.Br.Br.BrCC(CCN1CCC(CC1)CC1=NC2=C(N1CC1=CC=C(C=C1)F)C=CC=C2)=O (1-bromo-4-[4-[[1-[(4-fluorophenyl)methyl]-1H-benzimidazol-2-yl]methyl]-1-piperidinyl]-2-butanone trihydrobromide). Yield: 80.0%. As a reaction SMILES: [F:1][C:2]1[CH:7]=[CH:6][C:5]([CH2:8][N:9]2[C:13]3[CH:14]=[CH:15][CH:16]=[CH:17][C:12]=3[N:11]=[C:10]2[CH2:18][CH:19]2[CH2:24][CH2:23][N:22]([CH2:25][CH2:26][C:27](=[O:29])[CH3:28])[CH2:21][CH2:20]2)=[CH:4][CH:3]=1.[BrH:30].BrBr>C(O)(=O)C>[BrH:30].[BrH:30].[BrH:30].[Br:30][CH2:28][C:27](=[O:29])[CH2:26][CH2:25][N:22]1[CH2:21][CH2:20][CH:19]([CH2:18][C:10]2[N:9]([CH2:8][C:5]3[CH:6]=[CH:7][C:2]([F:1])=[CH:3][CH:4]=3)[C:13]3[CH:14]=[CH:15][CH:16]=[CH:17][C:12]=3[N:11]=2)[CH2:24][CH2:23]1 |f:4.5.6.7|. Reported procedure: A mixture of 85 parts of 4-[4-[[1-[(4-fluorophenyl)methyl]-1H-benzimidazol-2-yl]methyl]-1-piperidinyl]-2-butanone and 600 parts of acetic acid was acidified with glacial acetic acid saturated with hydrogen bromide. A solution of 32.6 parts of bromine in acetic acid was added dropwise. Upon completion, stirring was continued overnight at room temperature. The reaction mixture was evaporated. The residue was stirred in 4-methyl-2-pentanone. The product was filtered off and dried, yielding 111 part... The solvent is CO (methanol). Yields the product NC=1C=CC(=NC1)C1=CC=C(C=C1)C=1N(C(C=2N=CN(C2N1)C=1C=C(C(=N)N)C=CC1)=O)C1=CC=C(C=C1)Cl (3-[2-[4-(5-amino-pyridin-2-yl)-phenyl]-1-(4-chloro-phenyl)-6-oxo-1,6-dihydro-purin-9-yl]-benzamidine). Starting materials: NC=1C=CC(=NC1)C1=CC=C(C=C1)C=1N(C(C=2N=CN(C2N1)C=1C=C(C#N)C=CC1)=O)C1=CC=C(C=C1)Cl (3-[2-[4-(5-amino-pyridin-2-yl)-phenyl]-1-(4-chloro-phenyl)-6-oxo-1,6-dihydro-purin-9-yl]-benzonitrile), Cl (hydrogen chloride), C([O-])([O-])=O.[NH4+].[NH4+] (ammonium carbonate). Procedure: To 3-[2-[4-(5-amino-pyridin-2-yl)-phenyl]-1-(4-chloro-phenyl)-6-oxo-1,6-dihydro-purin-9-yl]-benzonitrile (prepared as described in example 43, 0.29 g, 0.56 mmol), methanol saturated with hydrogen chloride gas (15 mL) is added at 0° C. with stirring. The reaction mixture is allowed to reach rt and stirred there for 12 h. The reaction mixture is then concentrated to a dry residue. It is taken in dry methanol (15 mL) and ammonium carbonate (0.520 g, 3.37 mmol) is added. After stirring at rt for 24 ... As a reaction SMILES: [NH2:1][C:2]1[CH:3]=[CH:4][C:5]([C:8]2[CH:13]=[CH:12][C:11]([C:14]3[N:15]([C:32]4[CH:37]=[CH:36][C:35]([Cl:38])=[CH:34][CH:33]=4)[C:16](=[O:31])[C:17]4[N:18]=[CH:19][N:20]([C:23]5[CH:24]=[C:25]([CH:28]=[CH:29][CH:30]=5)[C:26]#[N:27])[C:21]=4[N:22]=3)=[CH:10][CH:9]=2)=[N:6][CH:7]=1.Cl.C(=O)([O-])[O-].[NH4+:44].[NH4+]>CO>[NH2:1][C:2]1[CH:3]=[CH:4][C:5]([C:8]2[CH:9]=[CH:10][C:11]([C:14]3[N:15]([C:32]4[CH:33]=[CH:34][C:35]([Cl:38])=[CH:36][CH:37]=4)[C:16](=[O:31])[C:17]4[N:18]=[CH:19][N:20]([C:23]5[CH:24]=[C:25]([CH:28]=[CH:29][CH:30]=5)[C:26]([NH2:44])=[NH:27])[C:21]=4[N:22]=3)=[CH:12][CH:13]=2)=[N:6][CH:7]=1 |f:2.3.4|. Reactants: C(C(=C)C)(=O)OC (methyl methacrylate), solution 1-A, C(C=C)(=O)OCCCC (butyl acrylate), AIBN. The reagents and catalysts are O.O.O.O.O.O.[Co](Cl)Cl (cobalt chloride hexahydrate). Run in CCC(=O)C (MEK). Product: C(C(=C)C)(=O)[O-].C(C=C)(=O)[O-] (Methacrylate Acrylate). Reaction SMILES: [C:1]([O:6]C)(=[O:5])[C:2]([CH3:4])=[CH2:3].[C:8]([O:12]CCCC)(=[O:11])[CH:9]=[CH2:10]>O.O.O.O.O.O.[Co](Cl)Cl.CCC(C)=O>[C:1]([O-:6])(=[O:5])[C:2]([CH3:4])=[CH2:3].[C:8]([O-:12])(=[O:11])[CH:9]=[CH2:10] |f:2.3.4.5.6.7.8,10.11|. Procedure: Equal amounts (5 gms. each) of methyl methacrylate and butyl acrylate were used, 1% (by weight) of AIBN (azoisobutyronitrile) were dissolved in 2.5 ml. MEK was added to the test tube and blanketed by nitrogen flushing. 480 ppm of cobalt chloride hexahydrate (CoCl2.6H2O) containing catalyst solution 1-A were added to the test tube and further flushed by N2 for 30 minutes. The reactants are ClC1=C(C=CC(=C1)Cl)C(C#N)CCCC (2-(2,4-dichlorophenyl)hexane nitrile), 2-(4-chlorophenyl)-2-hexen-5-yl nitrile, FC=1C=C(C=CC1)C(C#N)CCC1=CC=CC=C1 (2-(3-fluorophenyl)-4-phenylbutyro nitrile), ClC1=C(C=CC=C1)C(C#N)CCC1=CC=C(C=C1)Cl (2-(2-chlorophenyl)-4-(4chlorophenyl)butyro nitrile), ClC1=CC=C(C=C1)C(C#N)CC(=C)Cl (2-(4-chlorophenyl)4-chloro-4-pentene nitrile), C1(=CC=CC=C1)C(C#N)CCCC (2-phenylhexane nitrile), C1(=CC=CC=C1)C(C#N)CC1=CC=CC=C1 (2,3-diphenylpropionitrile), 2-(4-chlorophenyl)-7-octenyl nitrile. The product is C(#N)C(CC=1C=NC=CC1)(CCCC)C1=C(C=C(C=C1)Cl)Cl (2-Cyano-2-(2,4-dichlorophenyl)-1-(3-pyridyl) hexane). RXN SMILES: [Cl:1][C:2]1[CH:7]=[C:6]([Cl:8])[CH:5]=[CH:4][C:3]=1[CH:9]([CH2:12][CH2:13][CH2:14][CH3:15])[C:10]#[N:11].C1(C([CH2:25][CH2:26][CH2:27][CH3:28])C#N)C=CC=CC=1.C1(C(CC2C=CC=CC=2)[C:36]#[N:37])C=CC=CC=1.F[C:46]1C=C(C(CCC2C=CC=CC=2)C#N)C=CC=1.ClC1C=CC(C(CC(Cl)=C)C#N)=CC=1.ClC1C=CC=CC=1C(CCC1C=CC(Cl)=CC=1)C#N>>[C:10]([C:9]([C:3]1[CH:4]=[CH:5][C:6]([Cl:8])=[CH:7][C:2]=1[Cl:1])([CH2:28][CH2:27][CH2:26][CH3:25])[CH2:12][C:13]1[CH:46]=[N:37][CH:36]=[CH:15][CH:14]=1)#[N:11]. Procedure: Examples 1, 4-5, 13, 14, 19-22, 24 and 25 were prepared in a similar manner and instead of 2-(2,4-dichlorophenyl)hexane nitrile using: 2-phenylhexane nitrile, 2,3-diphenylpropionitrile, 2-(3-fluorophenyl)-4-phenylbutyro nitrile, 2-(4-chlorophenyl)-2-hexen-5-yl nitrile, 2-(4-chlorophenyl)-7-octenyl nitrile, 2-(4-chlorophenyl)4-chloro-4-pentene nitrile and 2-(2-chlorophenyl)-4-(4chlorophenyl)butyro nitrile. The reactants are BrB(Br)Br, COc1ccc2c(c1)CCC(c1cccnc1)C2=O, CCOC(C)=O, ClCCl, Cl, [Na+], O=C([O-])O, O. The product is O=C1c2ccc(O)cc2CCC1c1cccnc1. As a reaction SMILES: [B:20]([Br:21])([Br:22])[Br:23].[CH3:1][O:2][c:3]1[cH:4][c:5]2[c:10]([cH:11][cH:12]1)[C:9](=[O:13])[CH:8]([c:14]1[cH:15][n:16][cH:17][cH:18][cH:19]1)[CH2:7][CH2:6]2.[CH3:33][CH2:34][O:35][C:36](=[O:37])[CH3:38].[Cl:30][CH2:31][Cl:32].[ClH:29].[Na+:28].[O-:24][C:25]([OH:26])=[O:27].[OH2:39]>>[OH:2][c:3]1[cH:4][c:5]2[c:10]([cH:11][cH:12]1)[C:9](=[O:13])[CH:8]([c:14]1[cH:15][n:16][cH:17][cH:18][cH:19]1)[CH2:7][CH2:6]2.